Dataset: the Open Reaction Database (ORD), a public repository of structured organic reaction records. Task: describe an organic reaction: reactants, conditions, products, and yield Starting materials: C(C)C1=CC(=C(C=O)C=C1)OCCOC (4-ethyl-2-(2-methoxyethoxy)benzaldehyde). Reagents/catalysts: [Pd] (palladium on carbon). Run in C(C)O (ethanol). The product is C(C)C1=CC(=C(C=C1)CO)OCCOC (4-ethyl-2-(2-methoxyethoxy)phenylmethanol). Reaction SMILES: [CH2:1]([C:3]1[CH:10]=[CH:9][C:6]([CH:7]=[O:8])=[C:5]([O:11][CH2:12][CH2:13][O:14][CH3:15])[CH:4]=1)[CH3:2]>C(O)C.[Pd]>[CH2:1]([C:3]1[CH:10]=[CH:9][C:6]([CH2:7][OH:8])=[C:5]([O:11][CH2:12][CH2:13][O:14][CH3:15])[CH:4]=1)[CH3:2]. Reported procedure: This compound was hydrogenated in the manner of Step (c) of Example 1, using 7.5 grams (0.036 mole) of 4-ethyl-2-(2-methoxyethoxy)benzaldehyde in 200 mL of ethanol in the presence of 10% palladium on carbon. The yield of the subject compound was 1.8 grams, following purification by column chromatography on silica gel. The NMR spectrum was consistent with the proposed structure.